Dataset: the Open Reaction Database (ORD), a public repository of structured organic reaction records. Task: describe an organic reaction: reactants, conditions, products, and yield Starting materials: ClC1=NC(=NC(=C1)Cl)OCC1=CC=CC=C1 (4,6-Dichloro-2-(phenylmethoxy)pyrimidine), C(C=C)O (allyl alcohol), [H-].[Na+] (sodium hydride). The solvent is CN(C=O)C (dimethylformamide). Yields the product ClC1=CC(=NC(=N1)OCC1=CC=CC=C1)OCC=C (6-chloro-2-phenylmethoxy-4-(2-propenyloxy)pyrimidine). RXN SMILES: Cl[C:2]1[CH:7]=[C:6]([Cl:8])[N:5]=[C:4]([O:9][CH2:10][C:11]2[CH:16]=[CH:15][CH:14]=[CH:13][CH:12]=2)[N:3]=1.[CH2:17]([OH:20])[CH:18]=[CH2:19].[H-].[Na+]>CN(C)C=O>[Cl:8][C:6]1[N:5]=[C:4]([O:9][CH2:10][C:11]2[CH:16]=[CH:15][CH:14]=[CH:13][CH:12]=2)[N:3]=[C:2]([O:20][CH2:17][CH:18]=[CH2:19])[CH:7]=1 |f:2.3|. Procedure: 4,6-Dichloro-2-(phenylmethoxy)pyrimidine (Compound I-173) (1.5 g, 5.9 mmol) and allyl alcohol (0.342 g, 5.9×1.0 mmol) were introduced into a 50 ml eggplant type flask, to which dimethylformamide (20 ml) was added to form a solution. While cooling with ice, 60% sodium hydride (0.247 g, 5.9×1.05 mmol) which had been washed with hexane was added. After stirred for one night at room temperature, the reaction solution was poured into iced water and extracted with toluene (40 ml). The organic phase wa... Starting materials: C1(=CC=CC=C1)C=1NC2=CC=CC=C2C1C(=O)C1=C(C(=O)O)C=CC=C1 (2-[(2-phenyl-3-indolyl)carbonyl]benzoic acid), CN(C1=CC(=CC=C1)N(C)C)C (N,N,N',N'-tetramethyl-m-phenylenediamine), C(C)(=O)OC(C)=O (acetic anhydride), Cl (hydrochloric acid). Reaction conditions: time 1.5 hour. Yields the product CN(C1=C(C=CC(=C1)N(C)C)C1(OC(=O)C2=CC=CC=C12)C1=C(NC2=CC=CC=C12)C1=CC=CC=C1)C (3-[2,4-bis(dimethylamino)phenyl]-3-(2-phenyl-3-indolyl)phthalide), Formula III. Reaction SMILES: [C:1]1([C:7]2[NH:8][C:9]3[C:14]([C:15]=2[C:16]([C:18]2[CH:26]=[CH:25][CH:24]=[CH:23][C:19]=2[C:20]([OH:22])=[O:21])=O)=[CH:13][CH:12]=[CH:11][CH:10]=3)[CH:6]=[CH:5][CH:4]=[CH:3][CH:2]=1.[CH3:27][N:28]([CH3:38])[C:29]1[CH:34]=[CH:33][CH:32]=[C:31]([N:35]([CH3:37])[CH3:36])[CH:30]=1.C(OC(=O)C)(=O)C.Cl>>[CH3:36][N:35]([CH3:37])[C:31]1[CH:30]=[C:29]([N:28]([CH3:38])[CH3:27])[CH:34]=[CH:33][C:32]=1[C:16]1([C:15]2[C:14]3[C:9](=[CH:10][CH:11]=[CH:12][CH:13]=3)[NH:8][C:7]=2[C:1]2[CH:2]=[CH:3][CH:4]=[CH:5][CH:6]=2)[C:18]2[C:19](=[CH:23][CH:24]=[CH:25][CH:26]=2)[C:20](=[O:21])[O:22]1. Reported procedure: A mixture of 4.82 g (0.014 mole) of the 2-[(2-phenyl-3-indolyl)carbonyl]benzoic acid from part A above, 3.60 g (0.02 mole) of N,N,N',N'-tetramethyl-m-phenylenediamine, and five ml of acetic anhydride was slowly heated until a purple color formed and maintained at this temperature for approximately two hours. After cooling to room temperature, sufficient 3 N hydrochloric acid was added to the mixture to effect solution and stirring was continued for approximately 1.5 hours. The resulting solution...